From a dataset of the Open Reaction Database (ORD), a public repository of structured organic reaction records. describe an organic reaction: reactants, conditions, products, and yield Starting materials: N#CC1(NC(=O)C2CC(S(=O)(=O)c3ccc(Br)cc3Cl)CC2C(=O)N2CCC(F)(F)C2)CC1, CB(O)O. Yields the product Cc1ccc(S(=O)(=O)C2CC(C(=O)NC3(C#N)CC3)C(C(=O)N3CCC(F)(F)C3)C2)c(Cl)c1. Reaction SMILES: [C:1](#[N:2])[C:3]1([NH:6][C:7](=[O:8])[CH:9]2[CH:10]([C:25](=[O:26])[N:27]3[CH2:28][C:29]([F:32])([F:33])[CH2:30][CH2:31]3)[CH2:11][CH:12]([S:14](=[O:15])(=[O:16])[c:17]3[c:18]([Cl:24])[cH:19][c:20]([Br:23])[cH:21][cH:22]3)[CH2:13]2)[CH2:4][CH2:5]1.[CH3:34][B:35]([OH:36])[OH:37]>>[C:1](#[N:2])[C:3]1([NH:6][C:7](=[O:8])[CH:9]2[CH:10]([C:25](=[O:26])[N:27]3[CH2:28][C:29]([F:32])([F:33])[CH2:30][CH2:31]3)[CH2:11][CH:12]([S:14](=[O:15])(=[O:16])[c:17]3[c:18]([Cl:24])[cH:19][c:20]([CH3:34])[cH:21][cH:22]3)[CH2:13]2)[CH2:4][CH2:5]1. Reactants: CC1=C(N)C=C(C=C1)C (2,5-dimethylaniline), C(C)(=O)O (acetic acid), C(C)(=O)O[BH-](OC(C)=O)OC(C)=O.[Na+] (sodium triacetoxyborohydride), C([O-])(O)=O.[Na+] (sodium bicarbonate), C(C)(C)(C)OC(=O)N1CCC(CC1)=O (4-oxo-piperidine-1-carboxylic acid tert-butyl ester). Run in ClCCCl (1,2-dichloroethane). Conditions: time 16 hour. The product is C(C)(C)(C)OC(=O)N1CCC(CC1)NC1=C(C=CC(=C1)C)C (4-(2,5-dimethyl-phenylamino)-piperidine-1-carboxylic acid tert-butyl ester). Yield: 98.2%. Reaction SMILES: [C:1]([O:5][C:6]([N:8]1[CH2:13][CH2:12][C:11](=O)[CH2:10][CH2:9]1)=[O:7])([CH3:4])([CH3:3])[CH3:2].[CH3:15][C:16]1[CH:22]=[CH:21][C:20]([CH3:23])=[CH:19][C:17]=1[NH2:18].C(O)(=O)C.C(O[BH-](OC(=O)C)OC(=O)C)(=O)C.[Na+].C(=O)(O)[O-].[Na+]>ClCCCl>[C:1]([O:5][C:6]([N:8]1[CH2:13][CH2:12][CH:11]([NH:18][C:17]2[CH:19]=[C:20]([CH3:23])[CH:21]=[CH:22][C:16]=2[CH3:15])[CH2:10][CH2:9]1)=[O:7])([CH3:4])([CH3:3])[CH3:2] |f:3.4,5.6|. Procedure: A solution of 4-oxo-piperidine-1-carboxylic acid tert-butyl ester (1 g, 0.00502 mole) in dry 1,2-dichloroethane (10 mL) was stirred under an atmosphere of nitrogen for 10 minutes. 2,5-dimethylaniline (0.73 g, 0.00602 mole), acetic acid (0.301 g, 0.005 mole) and sodium triacetoxyborohydride (1.596 g, 0.00753 mole) were then added portionwise and stirring was continued at ambient temperature for 16 hours. The reaction mixture was basified with sodium bicarbonate solution and the product was extrac... Reactants: ClC1=C(C(=O)O)C=CC=N1 (2-chloronicotinic acid), CN1CC(CC1)S (1-methyl-3-pyrrolidinethiol), [H-].[Na+] (sodium hydride). Solvent: CN(C=O)C (dimethylformamide), CN(C=O)C (dimethylformamide). Run at temperature 60 celsius, time 8 hour. Product: CN1CC(CC1)SC1=NC=CC=C1C(=O)O (2-[(1-Methyl-3-pyrrolidinyl)thio]-3-pyridinecarboxylic acid). As a reaction SMILES: [H-].[Na+].Cl[C:4]1[N:12]=[CH:11][CH:10]=[CH:9][C:5]=1[C:6]([OH:8])=[O:7].[CH3:13][N:14]1[CH2:18][CH2:17][CH:16]([SH:19])[CH2:15]1>CN(C)C=O>[CH3:13][N:14]1[CH2:18][CH2:17][CH:16]([S:19][C:4]2[C:5]([C:6]([OH:8])=[O:7])=[CH:9][CH:10]=[CH:11][N:12]=2)[CH2:15]1 |f:0.1|. Procedure: To a stirred suspension of 80 g (2 mole) of 60% sodium hydride (in mineral oil) in 800 ml of dry dimethylformamide, all heated to 60° C. and using nitrogen gas flow was added dropwise, a solution of 157.0 g (1 mole) of 2-chloronicotinic acid and 117 g (1 mole) of 1-methyl-3-pyrrolidinethiol in 300 ml of dimethylformamide at a rate which maintained a temperature of 60°-67° C. The mixture was heated to 65° C. for 6 hr and allowed to stand overnight at room temperature and then filtered. The collec... Reactants: C(C)(C)(C)C1=NC=C(C(=N1)Cl)C(=O)OCC (ethyl 2-tert-butyl-4-chloropyrimidine-5-carboxylate), CN1CCNCC1 (1-methylpiperazine). The solvent is CN1CCCC1=O (NMP). Yields the product C(C)(C)(C)C1=NC=C(C(=N1)N1CCN(CC1)C)C(=O)O (2-tert-butyl-4-(4-methylpiperazin-1-yl)pyrimidine-5-carboxylic acid). Yield: 31.9%. Reaction SMILES: [C:1]([C:5]1[N:10]=[C:9](Cl)[C:8]([C:12]([O:14]CC)=[O:13])=[CH:7][N:6]=1)([CH3:4])([CH3:3])[CH3:2].[CH3:17][N:18]1[CH2:23][CH2:22][NH:21][CH2:20][CH2:19]1>CN1C(=O)CCC1>[C:1]([C:5]1[N:10]=[C:9]([N:21]2[CH2:22][CH2:23][N:18]([CH3:17])[CH2:19][CH2:20]2)[C:8]([C:12]([OH:14])=[O:13])=[CH:7][N:6]=1)([CH3:2])([CH3:3])[CH3:4]. Procedure details: Using a procedure analogous to Example B40, ethyl 2-tert-butyl-4-chloropyrimidine-5-carboxylate from Example B40 (0.30 g, 1.24 mmol) and 1-methylpiperazine (0.62 g, 6.18 mmol) in presence of NMP (catalytic amount) were combined to afford 2-tert-butyl-4-(4-methylpiperazin-1-yl)pyrimidine-5-carboxylic acid (0.11 g, 32% yield). MS (ESI) m/z: 279.0 (M+H+). As a reaction SMILES: Br[C:2]1[CH:3]=[C:4]([CH:9]=[CH:10][CH:11]=1)[C:5]([O:7][CH3:8])=[O:6].C1C=CC(P(C2C(C3C(P(C4C=CC=CC=4)C4C=CC=CC=4)=CC=C4C=3C=CC=C4)=C3C(C=CC=C3)=CC=2)C2C=CC=CC=2)=CC=1.C(=O)([O-])[O-].[Cs+].[Cs+].[NH:64]1[CH2:69][CH2:68][CH:67]([NH:70][C:71](=[O:80])[O:72][CH2:73][C:74]2[CH:79]=[CH:78][CH:77]=[CH:76][CH:75]=2)[CH2:66][CH2:65]1>O1CCOCC1.CN(C)C=O.C(OCC)(=O)C.C([O-])(=O)C.[Pd+2].C([O-])(=O)C>[CH2:73]([O:72][C:71]([NH:70][CH:67]1[CH2:68][CH2:69][N:64]([C:2]2[CH:3]=[C:4]([CH:9]=[CH:10][CH:11]=2)[C:5]([O:7][CH3:8])=[O:6])[CH2:65][CH2:66]1)=[O:80])[C:74]1[CH:75]=[CH:76][CH:77]=[CH:78][CH:79]=1 |f:2.3.4,9.10.11|. Conditions: temperature 100 celsius, time 20 hour. The product is C(C1=CC=CC=C1)OC(=O)NC1CCN(CC1)C=1C=C(C(=O)OC)C=CC1 (Methyl 3-(4-benzyloxycarbonylaminopiperidin-1-yl)benzoate). Reagents/catalysts: C(C)(=O)[O-].[Pd+2].C(C)(=O)[O-] (palladium acetate). Starting materials: BrC=1C=C(C(=O)OC)C=CC1 (Methyl 3-bromobenzoate), C=1C=CC(=CC1)P(C=2C=CC=CC2)C3=CC=C4C=CC=CC4=C3C5=C6C=CC=CC6=CC=C5P(C=7C=CC=CC7)C=8C=CC=CC8 (BINAP), C([O-])([O-])=O.[Cs+].[Cs+] (cesium carbonate), N1CCC(CC1)NC(OCC1=CC=CC=C1)=O (Benzyl piperidin-4-yl-carbamate). Procedure details: Methyl 3-bromobenzoate (230 mg, 1.07 mmol), palladium acetate (12 mg, 0.054 mmol), BINAP (133 mg, 0.214 mmol) and cesium carbonate (767 mg, 2.35 mmol) were added to a solution of benzyl piperidin-4-yl-carbamate obtained in Example (192b) (248 mg, 0.817 mmol) in 1,4-dioxane (10 mL) and N,N-dimethylformamide (2.5 mL), and the mixture was stirred at 100° C. for 20 hours. The reaction solution was cooled, diluted with ethyl acetate, and washed with brine. The organic layer was dried over magnesium s... The solvent is O1CCOCC1 (1,4-dioxane), CN(C=O)C (N,N-dimethylformamide), C(C)(=O)OCC (ethyl acetate). Isolated yield 26.6%. Starting materials: BrC=1C=C(C=CC1)NC(=S)NC(C(OC)OC)C (1-(3-bromo-phenyl)-3-(2,2-dimethoxy-1-methyl-ethyl)-thiourea). The solvent is O (H2O), Cl (HCl). Reaction SMILES: [Br:1][C:2]1[CH:3]=[C:4]([NH:8][C:9]([NH:11][CH:12]([CH3:18])[CH:13](OC)OC)=[S:10])[CH:5]=[CH:6][CH:7]=1>O.Cl>[Br:1][C:2]1[CH:3]=[C:4]([N:8]2[CH:13]=[C:12]([CH3:18])[N:11]=[C:9]2[SH:10])[CH:5]=[CH:6][CH:7]=1. Yield: 68.9%. The product is BrC=1C=C(C=CC1)N1C(=NC(=C1)C)S (1-(3-bromo-phenyl)-4-methyl-1H-imidazole-2-thiol). Reported procedure: The title compound was prepared from 2-iodo-6-methyl-4-(4-trifluoromethyl-phenyl)pyridine (example A.31) (400 mg, 1.09 mmol) and 4-methyl-1-[3-(4,4,5,5-tetramethyl-[1,3,2]dioxaborolan-2-yl)-phenyl]-1H-imidazole [in situ prepared by the following sequence: Step 1) A mixture of commercially available 3-bromophenylisothiocyanate (10.06 g, 47.0 mmol) and 2-aminopropionaldehyde dimethylacetal (5.96 mL, 47.0 mmol) in EtOH (50 mL) was refluxed for 1 h. Evaporated to dryness to give 1-(3-bromo-phenyl)-3... Reactants: N1C=NC=C1 (imidazole), ClC=1N=C(C2=C(N1)SC(=C2Cl)C)NCC2=CC=C(C=C2)F (2,5-dichloro-6-methyl-4-(4-fluorobenzylamino)-thieno-[2,3-d]-pyrimidine). Yields the product N1(C=NC=C1)C=1N=C(C2=C(N1)SC(=C2Cl)C)NCC2=CC=C(C=C2)F (2-(imidazol-1-yl)-5-chloro-6-methyl-4-(4-fluorobenzylamino)-thieno-[2,3-d]-pyrimidine). Reaction SMILES: [NH:1]1[CH:5]=[CH:4][N:3]=[CH:2]1.Cl[C:7]1[N:8]=[C:9]([NH:18][CH2:19][C:20]2[CH:25]=[CH:24][C:23]([F:26])=[CH:22][CH:21]=2)[C:10]2[C:15]([Cl:16])=[C:14]([CH3:17])[S:13][C:11]=2[N:12]=1>>[N:1]1([C:7]2[N:8]=[C:9]([NH:18][CH2:19][C:20]3[CH:25]=[CH:24][C:23]([F:26])=[CH:22][CH:21]=3)[C:10]3[C:15]([Cl:16])=[C:14]([CH3:17])[S:13][C:11]=3[N:12]=2)[CH:5]=[CH:4][N:3]=[CH:2]1. Procedure: Following the procedure of Example 97, the reaction of imidazole with 2,5-dichloro-6-methyl-4-(4-fluorobenzylamino)-thieno-[2,3-d]-pyrimidine gives 2-(imidazol-1-yl)-5-chloro-6-methyl-4-(4-fluorobenzylamino)-thieno-[2,3-d]-pyrimidine.